This data is from the Open Reaction Database (ORD), a public repository of structured organic reaction records. The task is: describe an organic reaction: reactants, conditions, products, and yield The reactants are C(C)(C)(C)OC(N[C@H]1CN(CCC1)CC(F)(F)F)=O ([(R)-1-(2,2,2-trifluoro-ethyl)-piperidin-3-yl]-carbamic acid tert-butyl ester), C(C)(=O)Cl (Acetyl chloride). Solvent: CO (MeOH). Reaction conditions: temperature 5 celsius, time 10 minute. Yields the product Cl.Cl.FC(CN1C[C@@H](CCC1)N)(F)F ((R)-1-(2,2,2-trifluoroethyl)piperidin-3-amine dihydrochloride). Isolated yield 101.5%. RXN SMILES: C(OC(=O)[NH:7][C@@H:8]1[CH2:13][CH2:12][CH2:11][N:10]([CH2:14][C:15]([F:18])([F:17])[F:16])[CH2:9]1)(C)(C)C.C([Cl:23])(=O)C>CO>[ClH:23].[ClH:23].[F:18][C:15]([F:16])([F:17])[CH2:14][N:10]1[CH2:11][CH2:12][CH2:13][C@@H:8]([NH2:7])[CH2:9]1 |f:3.4.5|. Procedure details: In a 250 mL round-bottomed flask, [(R)-1-(2,2,2-trifluoro-ethyl)-piperidin-3-yl]-carbamic acid tert-butyl ester (1.20 g, 4.25 mmol) was combined with MeOH (100 ml) to give a colorless suspension. The reaction mixture was place under a nitrogen atmosphere and cooled in an ice bath. Acetyl chloride (6.04 ml, 85.0 mmol) was added slowly. The reaction mixture was stirred at 5° C. for an additional 10 min then warmed to room temperature. After stirring at room temperature for 17 h, the reaction mixtu...